From a dataset of the Open Reaction Database (ORD), a public repository of structured organic reaction records. describe an organic reaction: reactants, conditions, products, and yield Yields the product Cl.NC1C2=CC(=C(C(=C2C2=CC(CC[C@@]12CCC)=O)Cl)Cl)OCC(=O)OCC (Ethyl [(9-Amino-5,6-dichloro-3-oxo-9a(R)-propyl-2,3,9,9a-tetrahydro-1H-fluoren-7-yl)oxy]acetate hydrochloride). RXN SMILES: [N:1]([CH:4]1[C@@:16]2([CH2:17][CH2:18][CH3:19])[C:11](=[CH:12][C:13](=[O:20])[CH2:14][CH2:15]2)[C:10]2[C:5]1=[CH:6][C:7]([O:23][CH2:24][C:25]([O:27][CH2:28][CH3:29])=[O:26])=[C:8]([Cl:22])[C:9]=2[Cl:21])=[N+]=[N-].C1(P(C2C=CC=CC=2)C2C=CC=CC=2)C=CC=CC=1.O>O1CCCC1>[ClH:21].[NH2:1][CH:4]1[C@@:16]2([CH2:17][CH2:18][CH3:19])[C:11](=[CH:12][C:13](=[O:20])[CH2:14][CH2:15]2)[C:10]2[C:5]1=[CH:6][C:7]([O:23][CH2:24][C:25]([O:27][CH2:28][CH3:29])=[O:26])=[C:8]([Cl:22])[C:9]=2[Cl:21] |f:4.5|. Solvent: O1CCCC1 (tetrahydrofuran). Procedure: A solution of ethyl [(9-azido-5,6-dichloro-3-oxo-9a(R)-propyl-2,3,9,9a-tetrahydro-1H-fluoren-7-yl)oxy]acetate (2.229 g, 0.00517 mole) and triphenylphosphine (1.493 g, 0.00569 mole) in tetrahydrofuran (30 ml) was refluxed with stirring for 4 hours. Then, water (0.4 ml) was added and refluxing was continued for another 16 hours. After cooling and evaporating the solvents in vacuo, the residue was dissolved in ether, dried over sodium sulfate, filtered and the filtrate acidified with ethanolic hydr... Reactants: N(=[N+]=[N-])C1C2=CC(=C(C(=C2C2=CC(CC[C@@]12CCC)=O)Cl)Cl)OCC(=O)OCC (ethyl [(9-azido-5,6-dichloro-3-oxo-9a(R)-propyl-2,3,9,9a-tetrahydro-1H-fluoren-7-yl)oxy]acetate), C1(=CC=CC=C1)P(C1=CC=CC=C1)C1=CC=CC=C1 (triphenylphosphine), O (water). Run at time 4 hour. Yields the product N#Cc1ccc2c(cc(C3CC3)n2Cc2csc(-c3ccccc3Cl)n2)c1C(F)(F)F. RXN SMILES: [CH:1]1([c:4]2[nH:5][c:6]3[cH:7][cH:8][c:9]([C:17]#[N:18])[c:10]([C:13]([F:14])([F:15])[F:16])[c:11]3[cH:12]2)[CH2:2][CH2:3]1.[Cl:19][CH2:20][c:21]1[n:22][c:23](-[c:26]2[c:27]([Cl:32])[cH:28][cH:29][cH:30][cH:31]2)[s:24][cH:25]1>>[CH:1]1([c:4]2[n:5]([CH2:20][c:21]3[n:22][c:23](-[c:26]4[c:27]([Cl:32])[cH:28][cH:29][cH:30][cH:31]4)[s:24][cH:25]3)[c:6]3[cH:7][cH:8][c:9]([C:17]#[N:18])[c:10]([C:13]([F:14])([F:15])[F:16])[c:11]3[cH:12]2)[CH2:2][CH2:3]1. The reactants are N#Cc1ccc2[nH]c(C3CC3)cc2c1C(F)(F)F, ClCc1csc(-c2ccccc2Cl)n1. Reactants: CCN(C(C)C)C(C)C, C[n+]1ccccc1Cl, Cl, [I-], CN(C)C=O, O=C(O)CCN1CCC(OC(=O)Nc2ccccc2-c2ccccc2)CC1, CNCCCNC(=O)OCC1c2ccccc2-c2ccccc21. Product: CN(CCCNC(=O)OCC1c2ccccc2-c2ccccc21)C(=O)CCN1CCC(OC(=O)Nc2ccccc2-c2ccccc2)CC1. RXN SMILES: [CH:28]([N:29]([CH2:30][CH3:31])[CH:32]([CH3:33])[CH3:34])([CH3:35])[CH3:36].[Cl:38][c:39]1[cH:40][cH:41][cH:42][cH:43][n+:44]1[CH3:45].[ClH:46].[I-:37].[O:70]=[CH:71][N:72]([CH3:73])[CH3:74].[c:1]1(-[c:22]2[cH:23][cH:24][cH:25][cH:26][cH:27]2)[c:2]([NH:7][C:8](=[O:9])[O:10][CH:11]2[CH2:12][CH2:13][N:14]([CH2:17][CH2:18][C:19](=[O:20])[OH:21])[CH2:15][CH2:16]2)[cH:3][cH:4][cH:5][cH:6]1.[cH:47]1[cH:48][cH:49][cH:50][c:51]2[c:59]1[CH:58]([CH2:60][O:61][C:62]([NH:63][CH2:64][CH2:65][CH2:66][NH:67][CH3:68])=[O:69])[c:57]1[c:52]-2[cH:53][cH:54][cH:55][cH:56]1>>[c:1]1(-[c:22]2[cH:23][cH:24][cH:25][cH:26][cH:27]2)[c:2]([NH:7][C:8](=[O:9])[O:10][CH:11]2[CH2:12][CH2:13][N:14]([CH2:17][CH2:18][C:19](=[O:20])[N:67]([CH2:66][CH2:65][CH2:64][NH:63][C:62]([O:61][CH2:60][CH:58]3[c:57]4[c:52]([cH:53][cH:54][cH:55][cH:56]4)-[c:51]4[cH:50][cH:49][cH:48][cH:47][c:59]43)=[O:69])[CH3:68])[CH2:15][CH2:16]2)[cH:3][cH:4][cH:5][cH:6]1. Starting materials: solid, BrC1=CC(=CC=2C=C3N(C12)CCCNC3=O)C#N (7-bromo-1-oxo-2,3,4,5-tetrahydro-[1,4]diazepino[1,2-a]indole-9-carbonitrile), BrC1=CC(=CC=2C=C3N(C12)CCCNC3=O)C#N (7-bromo-1-oxo-2,3,4,5-tetrahydro-[1,4]diazepino[1,2-a]indole-9-carbonitrile), C(C)(C)(C)C1=CC=C(C=C1)B(O)O (4-tert-butyl-phenylboronic acid). Yields the product C(C)(C)(C)C1=CC=C(C=C1)C1=CC(=CC=2C=C3N(C12)CCCNC3=O)C#N (7-(4-tert-Butylphenyl)-1-oxo-2,3,4,5-tetrahydro-[1,4]diazepino[1,2-a]indole-9-carbonitrile). RXN SMILES: Br[C:2]1[C:10]2[N:9]3[CH2:11][CH2:12][CH2:13][NH:14][C:15](=[O:16])[C:8]3=[CH:7][C:6]=2[CH:5]=[C:4]([C:17]#[N:18])[CH:3]=1.[C:19]([C:23]1[CH:28]=[CH:27][C:26](B(O)O)=[CH:25][CH:24]=1)([CH3:22])([CH3:21])[CH3:20]>>[C:19]([C:23]1[CH:28]=[CH:27][C:26]([C:2]2[C:10]3[N:9]4[CH2:11][CH2:12][CH2:13][NH:14][C:15](=[O:16])[C:8]4=[CH:7][C:6]=3[CH:5]=[C:4]([C:17]#[N:18])[CH:3]=2)=[CH:25][CH:24]=1)([CH3:22])([CH3:21])[CH3:20]. Reported procedure: The title compound, white solid (61 mg, 68%), MS (ISP) m/z=358.5 [(M+H)+], mp 215° C., was prepared in accordance with the general method of example 1 from 7-bromo-1-oxo-2,3,4,5-tetrahydro-[1,4]diazepino[1,2-a]indole-9-carbonitrile (intermediate 20) (76.0 mg, 0.25 mmol) and commercially available 4-tert-butyl-phenylboronic acid (57.9 mg, 0.325 mmol). Reactants: C1CCNCC1, CC#N, COC(=O)c1cc(Cl)nc(Cl)c1, [K+], [K+], O=C([O-])[O-]. Product: COC(=O)c1cc(Cl)nc(N2CCCCC2)c1. Reaction SMILES: [CH2:13]1[CH2:14][CH2:15][NH:16][CH2:17][CH2:18]1.[CH3:25][C:26]#[N:27].[Cl:1][c:2]1[cH:3][c:4]([C:5](=[O:6])[O:7][CH3:8])[cH:9][c:10]([Cl:12])[n:11]1.[K+:19].[K+:20].[O-:21][C:22]([O-:23])=[O:24]>>[c:2]1([N:16]2[CH2:15][CH2:14][CH2:13][CH2:18][CH2:17]2)[cH:3][c:4]([C:5](=[O:6])[O:7][CH3:8])[cH:9][c:10]([Cl:12])[n:11]1. Starting materials: C12(C(CCC(C1(C)C)C2)(C)O)O.C[C@H]([C@H](CC)B([O-])[O-])CCC ((+)-pinanediol (3S,4S)-4-methylheptane-3-boronate), OO (hydrogen peroxide). The solvent is CCCCCC (hexane). Yields the product C[C@H]([C@H](CC)O)CCC ((3S,4S)-4-methyl-3 -heptanol). As a reaction SMILES: [C:1]12([OH:12])C[CH:5]([C:6]1(C)[CH3:7])[CH2:4][CH2:3][C:2]2(O)[CH3:10].C[C@@H](CCC)[C@@H](B([O-])[O-])CC.OO>CCCCCC>[CH3:10][C@@H:2]([CH2:3][CH2:4][CH3:5])[C@@H:1]([OH:12])[CH2:6][CH3:7] |f:0.1|. Reported procedure: As disclosed in Pearce et al., J. Chem. Ecol., 1, p 115 (1975), this compound is known to be a component of the pheromone of the European elm bark beetle, Scolytus multistriatus. The present synthesis began with (+)-pinanediol propane-1-boronate, which was converted to (+)-pinanediol (1S)-1-chlorobutane-1-boronate by the procedure outlined in Example 1. This compound was then treated with methylmagnesium bromide (stoichiometric amounts of reactants were used, with 60 ml of tetrahydrofuran solven... The reactants are C(C#C)O (2-propyn-1-ol), BrCCCCBr (1,4-dibromobutane), [OH-].[Na+] (sodium hydroxide). The solvent is O (Water). Reaction conditions: time 8 hour. Product: BrCCCCOCC#C (3-[(4-Bromobutyl)oxy]-1-propyne). As a reaction SMILES: [CH2:1]([OH:4])[C:2]#[CH:3].[Br:5][CH2:6][CH2:7][CH2:8][CH2:9]Br.[OH-].[Na+]>O>[Br:5][CH2:6][CH2:7][CH2:8][CH2:9][O:4][CH2:1][C:2]#[CH:3] |f:2.3|. Reported procedure: A mixture of 2-propyn-1-ol (10 g), 1,4-dibromobutane (60 ml), 50% aqueous sodium hydroxide (60 ml) and TAB (2 g) was stirred vigorously overnight. Water (250 ml) was added and the mixture was extracted with ether (2×200 ml). The organic extracts were dried and concentrated to a yellow oil which was purified by FCC eluting with H→H/ER (19:1) to give the title compound as a colourless oil (19.7 g), t.l.c. (H-ER 19:1) Rf 0.37. The reactants are C=CC(=O)OCCCC, C=CC(N)=O, C1COCCO1, C=CC(=O)O. Yields the product C=CC(=O)OCCCC, C=CC(N)=O, C=CC(=O)O. As a reaction SMILES: [CH2:6]([CH2:7][CH2:8][CH3:9])[O:10][C:11]([CH:12]=[CH2:13])=[O:14].[NH2:15][C:16](=[O:17])[CH:18]=[CH2:19].[O:20]1[CH2:21][CH2:22][O:23][CH2:24][CH2:25]1.[OH:1][C:2](=[O:3])[CH:4]=[CH2:5]>>[CH2:6]([CH2:7][CH2:8][CH3:9])[O:10][C:11]([CH:12]=[CH2:13])=[O:14].[NH2:15][C:16](=[O:17])[CH:18]=[CH2:19].[O:1]=[C:2]([OH:3])[CH:4]=[CH2:5].